Dataset: the Open Reaction Database (ORD), a public repository of structured organic reaction records. Task: describe an organic reaction: reactants, conditions, products, and yield The reactants are COCCNC(CCl)=O (N-(2-methoxyethyl)-2-chloroacetamide), C1(C=CCC1)C1=C(C=CC=C1)NC(CCl)=O (N-[2-(cyclopent-2-enyl)phenyl]-2-chloroacetamide). Product: C1(C=CCC1)C1=C(C=CC=C1)N(C(CCl)=O)CCOC (N-[2-(cyclopent-2-enyl)phenyl]-N-(2-methoxyethyl)-2-chloroacetamide). RXN SMILES: [CH3:1][O:2][CH2:3][CH2:4][NH:5][C:6](=[O:9])[CH2:7][Cl:8].[CH:10]1([C:15]2[CH:20]=[CH:19][CH:18]=[CH:17][C:16]=2NC(=O)CCl)[CH2:14][CH2:13][CH:12]=[CH:11]1>>[CH:10]1([C:15]2[CH:16]=[CH:17][CH:18]=[CH:19][C:20]=2[N:5]([CH2:4][CH2:3][O:2][CH3:1])[C:6](=[O:9])[CH2:7][Cl:8])[CH2:14][CH2:13][CH:12]=[CH:11]1. Reported procedure: The preparation of N-[2-(cyclopent-2-enyl)phenyl]-N-(2-methoxyethyl)-2-chloroacetamide was conducted in a fashion analogous to example 2. Reaction of 30.00 g (188.4 mmol) of 2-(cyclopent-2-enyl)aniline, 75.75 g (750 mmol}of triethylamine, and 70.91 g (750 mmol) of 2-chloroethyl methyl ether at 100° C. in a closed, 500 mL flask for 56 hr. afforded ca. 40 g of a crude product consisting of, in part, 90.05 wt % of N-(2-methoxyethyl)-2-(cyclopent-2-enyl)aniline and 7.24 wt % of 2-(cyclopent-2-enyl)a... Reactants: N1CCCC1 (pyrrolidine), CN1N=CC(=C1C(NC=1C=CC=2N(C1)N=C(N2)C=2C=NC=CC2)=O)C(=O)O (1-methyl-5-(2-pyridin-3-yl-[1,2,4]triazolo[1,5-a]pyridin-6-ylcarbamoyl)-1H-pyrazole-4-carboxylic acid), solid. Product: CN1N=CC(=C1C(=O)NC=1C=CC=2N(C1)N=C(N2)C=2C=NC=CC2)C(=O)N2CCCC2 (1-Methyl-N-(2-(pyridin-3-yl)-[1,2,4]triazolo[1,5-a]pyridin-6-yl)-4-(pyrrolidine-1-carbonyl)-1H-pyrazole-5-carboxamide). Reaction SMILES: [NH:1]1[CH2:5][CH2:4][CH2:3][CH2:2]1.[CH3:6][N:7]1[C:11]([C:12](=[O:29])[NH:13][C:14]2[CH:15]=[CH:16][C:17]3[N:18]([N:20]=[C:21]([C:23]4[CH:24]=[N:25][CH:26]=[CH:27][CH:28]=4)[N:22]=3)[CH:19]=2)=[C:10]([C:30](O)=[O:31])[CH:9]=[N:8]1>>[CH3:6][N:7]1[C:11]([C:12]([NH:13][C:14]2[CH:15]=[CH:16][C:17]3[N:18]([N:20]=[C:21]([C:23]4[CH:24]=[N:25][CH:26]=[CH:27][CH:28]=4)[N:22]=3)[CH:19]=2)=[O:29])=[C:10]([C:30]([N:1]2[CH2:5][CH2:4][CH2:3][CH2:2]2)=[O:31])[CH:9]=[N:8]1. Procedure details: Using pyrrolidine and 1-methyl-5-(2-pyridin-3-yl-[1,2,4]triazolo[1,5-a]pyridin-6-ylcarbamoyl)-1H-pyrazole-4-carboxylic acid, the title compound was prepared in the same manner as described for example 2. White solid (53 mg, 33%). Mp.: 251° C. MS: m/z=417.3 (M+H+).